This data is from the Open Reaction Database (ORD), a public repository of structured organic reaction records. The task is: describe an organic reaction: reactants, conditions, products, and yield As a reaction SMILES: [C:1]([O:4][CH2:5][CH2:6][CH2:7][CH2:8][CH2:9][CH2:10][CH2:11][CH2:12][CH2:13][CH2:14][CH2:15][CH2:16][C:17]1[C:22]([OH:23])=[C:21]([O:24][CH3:25])[C:20]([O:26][CH3:27])=[CH:19][C:18]=1[CH3:28])(=[O:3])[CH3:2].N(S([O-])(=O)=O)(S([O-])(=O)=[O:32])[O].[K+].[K+].O.P([O-])(O)(O)=O.[K+]>CN(C)C=O.CO>[C:1]([O:4][CH2:5][CH2:6][CH2:7][CH2:8][CH2:9][CH2:10][CH2:11][CH2:12][CH2:13][CH2:14][CH2:15][CH2:16][C:17]1[C:22](=[O:23])[C:21]([O:24][CH3:25])=[C:20]([O:26][CH3:27])[C:19](=[O:32])[C:18]=1[CH3:28])(=[O:3])[CH3:2] |f:1.2.3,5.6,^1:37|. The solvent is CN(C=O)C (dimethylformamide), CO (methanol). Procedure details: To a solution (300 ml) of 6-(12-acetoxydodecyl)-2,3-dimethoxy-5-methylphenol (6.1 g) in dimethylformamide are added potassium nitrosodisulfonate (18 g), water (300 ml), methanol (50 ml) and potassium dihydrogen phosphate (0.5 g), and the mixture is stirred at room temperature for 30 days. The product is extracted with dichloromethane, and the organic layer is washed with water and dried over anhydrous magnesium sulfate. The solvent is distilled off to give crude crystals. This product is recryst... Conditions: time 30 day. The product is C(C)(=O)OCCCCCCCCCCCCC1=C(C(C(=C(C1=O)OC)OC)=O)C (6-(12-acetoxydodecyl)-2,3-dimethoxy-5-methyl-1,4-benzoquinone). Reactants: C(C)(=O)OCCCCCCCCCCCCC1=C(C=C(C(=C1O)OC)OC)C (6-(12-acetoxydodecyl)-2,3-dimethoxy-5-methylphenol), N([O])(S(=O)(=O)[O-])S(=O)(=O)[O-].[K+].[K+] (potassium nitrosodisulfonate), O (water), P(=O)(O)(O)[O-].[K+] (potassium dihydrogen phosphate). Isolated yield 76.0%. Reaction SMILES: [CH2:1]([C:4]1[CH:9]=[CH:8][C:7]([CH:10]=[CH:11][C:12]2[C:13]([C:21]3[CH:26]=[CH:25][C:24]([CH2:27][CH2:28][CH2:29][CH2:30][CH3:31])=[CH:23][CH:22]=3)=[C:14]([F:20])[C:15]([F:19])=[C:16]([CH3:18])[CH:17]=2)=[CH:6][CH:5]=1)[CH2:2][CH3:3].[H][H]>C1(C)C=CC=CC=1.[Pd]>[CH2:1]([C:4]1[CH:5]=[CH:6][C:7]([CH2:10][CH2:11][C:12]2[C:13]([C:21]3[CH:26]=[CH:25][C:24]([CH2:27][CH2:28][CH2:29][CH2:30][CH3:31])=[CH:23][CH:22]=3)=[C:14]([F:20])[C:15]([F:19])=[C:16]([CH3:18])[CH:17]=2)=[CH:8][CH:9]=1)[CH2:2][CH3:3]. Isolated yield 60.3%. Procedure details: 0.33 g of Pd/C was added to 6.50 g of the compound (24) having been dissolved in 100 mL of toluene and 100 mL of Solmix, and under a hydrogen atmosphere, the mixture was stirred at room temperature until hydrogen was not absorbed. Pd/C was removed by filtration, and the solvent was distilled off. The residue was purified by silica gel column chromatography and recrystallization to obtain 3.94 g of 2-(4-propylphenyl)ethyl-2,3-difluoro-4-(4-pentylphenyl)toluene (Compound 1-2-3-3) as colorless crys... Reactants: C(CC)C1=CC=C(C=C1)C=CC=1C(=C(C(=C(C1)C)F)F)C1=CC=C(C=C1)CCCCC (2-(4-propylphenyl)ethenyl-2,3-difluoro-4-(4-pentylphenyl)toluene), [H][H] (hydrogen). The reagents and catalysts are [Pd] (Pd/C). Run in C1(=CC=CC=C1)C (toluene). Yields the product C(CC)C1=CC=C(C=C1)CCC=1C(=C(C(=C(C1)C)F)F)C1=CC=C(C=C1)CCCCC (2-(4-propylphenyl)ethyl-2,3-difluoro-4-(4-pentylphenyl)toluene). Reactants: CO, Cc1nnc(-c2ccc([N+](=O)[O-])cc2)o1. Yields the product Cc1nnc(-c2ccc(N)cc2)o1. As a reaction SMILES: [CH3:16][OH:17].[CH3:1][c:2]1[o:3][c:4](-[c:7]2[cH:8][cH:9][c:10]([N+:13]([O-:14])=[O:15])[cH:11][cH:12]2)[n:5][n:6]1>>[CH3:1][c:2]1[o:3][c:4](-[c:7]2[cH:8][cH:9][c:10]([NH2:13])[cH:11][cH:12]2)[n:5][n:6]1. The reactants are [OH-].[K+] (KOH), CC1(N=C(OC1)C1=CC=C(C=C1)C(C=1C=C(C=CC1)O)(C1=CC=CC=C1)O)C (3-{[4-(4,4-Dimethyl-4,5-dihydro-oxazol-2-yl)-phenyl]-hydroxy-phenyl-methyl}-phenol), C(C)(C)(C)OC(NCCCBr)=O ((3-Bromo-propyl)-carbamic acid tert-butyl ester). Run in CS(=O)C (DMSO). Reaction conditions: time 3 hour. Yields the product C(C)(C)(C)OC(NCCCOC1=CC(=CC=C1)C(C1=CC=CC=C1)(O)C1=CC=C(C=C1)C=1OCC(N1)(C)C)=O ([3-(3-{[4-(4,4-Dimethyl-4,5-dihydro-oxazol-2-yl)-phenyl]-hydroxy-phenyl-methyl}-phenoxy)-propyl]-carbamic acid tert-butyl ester). RXN SMILES: [OH-].[K+].[CH3:3][C:4]1([CH3:30])[CH2:8][O:7][C:6]([C:9]2[CH:14]=[CH:13][C:12]([C:15]([OH:29])([C:23]3[CH:28]=[CH:27][CH:26]=[CH:25][CH:24]=3)[C:16]3[CH:17]=[C:18]([OH:22])[CH:19]=[CH:20][CH:21]=3)=[CH:11][CH:10]=2)=[N:5]1.[C:31]([O:35][C:36](=[O:42])[NH:37][CH2:38][CH2:39][CH2:40]Br)([CH3:34])([CH3:33])[CH3:32]>CS(C)=O>[C:31]([O:35][C:36](=[O:42])[NH:37][CH2:38][CH2:39][CH2:40][O:22][C:18]1[CH:19]=[CH:20][CH:21]=[C:16]([C:15]([C:12]2[CH:11]=[CH:10][C:9]([C:6]3[O:7][CH2:8][C:4]([CH3:30])([CH3:3])[N:5]=3)=[CH:14][CH:13]=2)([OH:29])[C:23]2[CH:24]=[CH:25][CH:26]=[CH:27][CH:28]=2)[CH:17]=1)([CH3:34])([CH3:33])[CH3:32] |f:0.1|. Procedure: To a solution of powdered KOH (45 mg, 0.8 mM) in anhydrous DMSO (2.5 mL) at room temperature was added 3-{[4-(4,4-Dimethyl-4,5-dihydro-oxazol-2-yl)-phenyl]-hydroxy-phenyl-methyl}-phenol (2, 150 mg, 0.4 mM) and (3-Bromo-propyl)-carbamic acid tert-butyl ester (96 mg, 0.4 mM). The reaction mixture was stirred at room temperature for 3 h. Then the reaction mixture was extracted with ethyl acetate (3×25 mL) and the combined extract was dried over anhydrous Mg2SO4. The residue obtained on evaporation ...